This data is from the Open Reaction Database (ORD), a public repository of structured organic reaction records. The task is: describe an organic reaction: reactants, conditions, products, and yield The reactants are BrC1=CC=2C3=C(C=NC2C=C1)N(C(N3C=3C(=NN(C3)C)Cl)=O)C (8-bromo-1-(3-chloro-1-methyl-1H-pyrazol-4-yl)-3-methyl-1,3-dihydro-imidazo[4,5-c]quinolin-2-one), CC1=NC=C(C=C1N)B1OC(C(O1)(C)C)(C)C (2-methyl-5-(4,4,5,5-tetramethyl-[1,3,2]dioxaborolan-2-yl)-pyridin-3-ylamine). Reaction SMILES: Br[C:2]1[CH:11]=[CH:10][C:9]2[N:8]=[CH:7][C:6]3[N:12]([CH3:23])[C:13](=[O:22])[N:14]([C:15]4[C:16]([Cl:21])=[N:17][N:18]([CH3:20])[CH:19]=4)[C:5]=3[C:4]=2[CH:3]=1.[CH3:24][C:25]1[C:30]([NH2:31])=[CH:29][C:28](B2OC(C)(C)C(C)(C)O2)=[CH:27][N:26]=1>>[NH2:31][C:30]1[CH:29]=[C:28]([C:2]2[CH:11]=[CH:10][C:9]3[N:8]=[CH:7][C:6]4[N:12]([CH3:23])[C:13](=[O:22])[N:14]([C:15]5[C:16]([Cl:21])=[N:17][N:18]([CH3:20])[CH:19]=5)[C:5]=4[C:4]=3[CH:3]=2)[CH:27]=[N:26][C:25]=1[CH3:24]. Reported procedure: The title compound was synthesized in a similar manner as described for Example 1.1 using 8-bromo-1-(3-chloro-1-methyl-1H-pyrazol-4-yl)-3-methyl-1,3-dihydro-imidazo[4,5-c]quinolin-2-one Intermediate K) and 2-methyl-5-(4,4,5,5-tetramethyl-[1,3,2]dioxaborolan-2-yl)-pyridin-3-ylamine (Stage 88.1.1) to give the title compound as a white solid. (HPLC: tR 2.14 min (Method A); M+H=420 MS-ES; 1H-NMR (d6-DMSO, 400 MHz) 8.99 (s, 1H), 8.38 (s, 1H), 8.13-8.10 (m, 1H), 7.80-7.77 (m, 1H), 7.75-7.73 (m, 1H), 7... Yields the product NC=1C=C(C=NC1C)C1=CC=2C3=C(C=NC2C=C1)N(C(N3C=3C(=NN(C3)C)Cl)=O)C (8-(5-Amino-6-methyl-pyridin-3-yl)-1-(3-chloro-1-methyl-1H-pyrazol-4-yl)-3-methyl-1,3-dihydro-imidazo[4,5-c]quinolin-2-one). Reactants: COC(=O)c1cc(C(C)=O)ccc1OCc1ccccc1, CO, [Na+], C1CCOC1, [OH-]. The product is CC(=O)c1ccc(OCc2ccccc2)c(C(=O)O)c1. As a reaction SMILES: [CH3:1][O:2][C:3]([c:4]1[c:5]([O:13][CH2:14][c:15]2[cH:16][cH:17][cH:18][cH:19][cH:20]2)[cH:6][cH:7][c:8]([C:10]([CH3:11])=[O:12])[cH:9]1)=[O:21].[CH3:24][OH:25].[Na+:23].[O:26]1[CH2:27][CH2:28][CH2:29][CH2:30]1.[OH-:22]>>[O:2]=[C:3]([c:4]1[c:5]([O:13][CH2:14][c:15]2[cH:16][cH:17][cH:18][cH:19][cH:20]2)[cH:6][cH:7][c:8]([C:10]([CH3:11])=[O:12])[cH:9]1)[OH:21]. Reactants: CC(CCCCCC)OC1=CC=C(C=C1)OC(C1=CC=C(C=C1)OCC1=CC=CC=C1)=O (p-benzyloxybenzoic acid p-(1-methylheptyloxy)phenyl ester), CC(CCCCCC)OC1=CC=C(C=C1)OC(C1=CC=C(C=C1)OCC1=CC=CC=C1)=O (p-benzyloxybenzoic acid p-(1-methyl-heptyloxy)phenyl ester), PdC. The solvent is C(C)(=O)OCC.C(C)O (ethyl acetate ethanol). Yields the product CC(CCCCCC)OC1=CC=C(C=C1)OC(C1=CC=C(C=C1)O)=O (p-hydroxybenzoic acid p-(1-methyl-heptyloxy)phenyl ester). The yield is 90.9%. As a reaction SMILES: [CH3:1][CH:2]([O:9][C:10]1[CH:15]=[CH:14][C:13]([O:16][C:17](=[O:32])[C:18]2[CH:23]=[CH:22][C:21]([O:24]CC3C=CC=CC=3)=[CH:20][CH:19]=2)=[CH:12][CH:11]=1)[CH2:3][CH2:4][CH2:5][CH2:6][CH2:7][CH3:8]>C(OCC)(=O)C.C(O)C>[CH3:1][CH:2]([O:9][C:10]1[CH:15]=[CH:14][C:13]([O:16][C:17](=[O:32])[C:18]2[CH:23]=[CH:22][C:21]([OH:24])=[CH:20][CH:19]=2)=[CH:12][CH:11]=1)[CH2:3][CH2:4][CH2:5][CH2:6][CH2:7][CH3:8] |f:1.2|. Reported procedure: Optically active p-benzyloxybenzoic acid p-(1-methylheptyloxy)phenyl ester (69.0 g, 0.16 mol) prepared above in (iv) was dissolved in a mixed solvent (2:1) (1,000 ml) of ethyl acetate-ethanol, followed by reducing it in the presence of 5% PdC (5.0 g) to obtain optically active p-hydroxybenzoic acid p-(1-methyl-heptyloxy)phenyl ester (49.8 g). Starting materials: C=1(C(=CC=CC1)S(=O)(=O)O)C.N[C@@H]1C=CC[C@H]1O (trans-3-amino-4-hydroxycyclopentene toluenesulfonate), C([O-])([O-])=O.[Na+].[Na+] (sodium carbonate), ClC(COC(=O)Cl)(Cl)Cl (trichloroethylchloroformate). Solvent: O (water). Product: N[C@@H]1C=CC[C@H]1O.ClC(CNC(=O)OCC)(Cl)Cl (trans-3-amino-4-hydroxy-cyclopentene N-trichloroethyl urethane). As a reaction SMILES: [C:1]1([CH3:11])C(S(O)(=O)=O)=CC=CC=1.[NH2:12][C@H:13]1[C@H:17]([OH:18])[CH2:16][CH:15]=[CH:14]1.[C:19](=[O:22])([O-])[O-:20].[Na+].[Na+].[Cl:25][C:26]([Cl:33])([Cl:32])[CH2:27]OC(Cl)=O>O>[NH2:12][C@H:13]1[C@H:17]([OH:18])[CH2:16][CH:15]=[CH:14]1.[Cl:25][C:26]([Cl:33])([Cl:32])[CH2:27][NH:12][C:19]([O:20][CH2:1][CH3:11])=[O:22] |f:0.1,2.3.4,7.8|. Procedure: A 13.55 g. (50 mM) trans-3-amino-4-hydroxycyclopentene toluenesulfonate is dissolved in 75 ml. of water. The solution treated with 10.6 g. (10.0 mM) of sodium carbonate, cooled in an ice bath, and treated dropwise with 10.6 g. (50 mM) of trichloroethylchloroformate while stirring vigorously. After 75 min. the reaction is partitioned between water and methylene chloride. The aqueous layer is separated and extracted two times more with methylene chloride. The combined methylene chloride layer is d... Reactants: C=C (ethylene), MnCl2, C#C (acetylene), ethylene and vinyl chloride, ClCl (chlorine), ClCCCl (1,2-dichloroethane), ClCCCl (1,2-dichloroethane), C(=C)Cl (vinyl chloride), ClCl (chlorine), CuCl2, Cl (hydrogen chloride), Cl (hydrogen chloride), C#C (acetylene), C(C)Cl (ethyl chloride). Conditions: temperature 160 celsius. Product: ClC(C(Cl)Cl)Cl (1,1,2,2-tetrachloroethane), ClC(CCl)Cl (1,1,2-trichloroethane). As a reaction SMILES: [ClH:1].C#C.C=C.C([Cl:8])=C.C(Cl)C.[Cl:12]Cl.[Cl:14][CH2:15][CH2:16][Cl:17]>>[Cl:14][CH:15]([Cl:12])[CH:16]([Cl:1])[Cl:17].[Cl:14][CH:15]([Cl:8])[CH2:16][Cl:17]. Procedure: 3500 m3/ h of hydrogen chloride from pyrolysis of 1,2-dichloroethane, contaminated by 2500 ppm by volume of acetylene, 150 ppm by volume of ethylene 5 ppm by volume of vinyl chloride and 2 ppm by volume of ethyl chloride entered the process through line 1 under a pressure of 8 bar absolute. The hydrogen chloride was preheated in a steam-heated heat exchanger 2 to a temperature of 160° C. After the addition of 21.5 m3/ chlorine gas through line 3 under a pressure of 8.5 bar absolute, the mixture ... The reactants are C1(O)=CC(O)=CC=C1 (resorcinol), C(C(=O)O)(=O)O (oxalic acid), C=O (formalin). The solvent is O (water). Conditions: time 1 hour. Product: C1(O)=C(C(O)=CC=C1)C=O (resorcinol-formaldehyde), ( B ). RXN SMILES: [C:1]1([CH:8]=[CH:7][CH:6]=[C:4]([OH:5])[CH:3]=1)[OH:2].C(O)(=O)[C:10](O)=[O:11].C=O>O>[C:1]1([CH:8]=[CH:7][CH:6]=[C:4]([OH:5])[C:3]=1[CH:10]=[O:11])[OH:2]. Procedure: In terms of weight, 110 parts of resorcinol, 0.62 part of oxalic acid, and 248 parts of water were charged into a flask, to which 50 parts of 37% formalin was dropwise added at 60° C. in one hour under stirring. Then, the stirring was further continued for 1 hour to obtain a resorcinol-formaldehyde condensate (B) containing excess resorcinol. Reactants: O=C(c1ccc(OCCCCBr)cc1)c1c(-c2ccccc2)oc2ccccc12, CCNCC, CCO. The product is CCN(CC)CCCCOc1ccc(C(=O)c2c(-c3ccccc3)oc3ccccc23)cc1. As a reaction SMILES: [Br:1][CH2:2][CH2:3][CH2:4][CH2:5][O:6][c:7]1[cH:8][cH:9][c:10]([C:11](=[O:12])[c:13]2[c:14](-[c:22]3[cH:23][cH:24][cH:25][cH:26][cH:27]3)[o:15][c:16]3[c:17]2[cH:18][cH:19][cH:20][cH:21]3)[cH:28][cH:29]1.[CH2:30]([CH3:31])[NH:32][CH2:33][CH3:34].[CH3:35][CH2:36][OH:37]>>[CH2:2]([CH2:3][CH2:4][CH2:5][O:6][c:7]1[cH:8][cH:9][c:10]([C:11](=[O:12])[c:13]2[c:14](-[c:22]3[cH:23][cH:24][cH:25][cH:26][cH:27]3)[o:15][c:16]3[c:17]2[cH:18][cH:19][cH:20][cH:21]3)[cH:28][cH:29]1)[N:32]([CH2:30][CH3:31])[CH2:33][CH3:34]. The reactants are C1CCOC1, COC(=O)C1CCN(Cc2cc(Oc3ccc4c(ccn4C(=O)Nc4ccc(F)c(C(F)(F)F)c4)c3)ncn2)CC1, [Li+], [OH-], O. The product is O=C(O)C1CCN(Cc2cc(Oc3ccc4c(ccn4C(=O)Nc4ccc(F)c(C(F)(F)F)c4)c3)ncn2)CC1. As a reaction SMILES: [CH2:42]1[O:43][CH2:44][CH2:45][CH2:46]1.[F:1][c:2]1[c:3]([C:38]([F:39])([F:40])[F:41])[cH:4][c:5]([NH:8][C:9](=[O:10])[n:11]2[cH:12][cH:13][c:14]3[cH:15][c:16]([O:20][c:21]4[cH:22][c:23]([CH2:27][N:28]5[CH2:29][CH2:30][CH:31]([C:34](=[O:35])[O:36][CH3:37])[CH2:32][CH2:33]5)[n:24][cH:25][n:26]4)[cH:17][cH:18][c:19]23)[cH:6][cH:7]1.[Li+:49].[OH-:48].[OH2:47]>>[F:1][c:2]1[c:3]([C:38]([F:39])([F:40])[F:41])[cH:4][c:5]([NH:8][C:9](=[O:10])[n:11]2[cH:12][cH:13][c:14]3[cH:15][c:16]([O:20][c:21]4[cH:22][c:23]([CH2:27][N:28]5[CH2:29][CH2:30][CH:31]([C:34](=[O:35])[OH:36])[CH2:32][CH2:33]5)[n:24][cH:25][n:26]4)[cH:17][cH:18][c:19]23)[cH:6][cH:7]1. Reactants: CC#N, COc1cc(C(C)=O)c(O)cc1OCCCCl, Fc1ccc2c(C3CCNCC3)noc2c1, [Na+], O=C([O-])O. Product: COc1cc(C(C)=O)c(O)cc1OCCCN1CCC(c2noc3cc(F)ccc23)CC1. RXN SMILES: [CH3:39][C:40]#[N:41].[Cl:17][CH2:18][CH2:19][CH2:20][O:21][c:22]1[cH:23][c:24]([OH:33])[c:25]([C:30]([CH3:31])=[O:32])[cH:26][c:27]1[O:28][CH3:29].[F:1][c:2]1[cH:3][c:4]2[c:5]([c:6]([CH:9]3[CH2:10][CH2:11][NH:12][CH2:13][CH2:14]3)[n:7][o:8]2)[cH:15][cH:16]1.[Na+:38].[O-:34][C:35]([OH:36])=[O:37]>>[F:1][c:2]1[cH:3][c:4]2[c:5]([c:6]([CH:9]3[CH2:10][CH2:11][N:12]([CH2:18][CH2:19][CH2:20][O:21][c:22]4[cH:23][c:24]([OH:33])[c:25]([C:30]([CH3:31])=[O:32])[cH:26][c:27]4[O:28][CH3:29])[CH2:13][CH2:14]3)[n:7][o:8]2)[cH:15][cH:16]1.